Dataset: the Open Reaction Database (ORD), a public repository of structured organic reaction records. Task: describe an organic reaction: reactants, conditions, products, and yield Starting materials: BrCC1CO1, OC1Cc2ccccc2C1, [H-], [Na+], CN(C)C=O. Product: c1ccc2c(c1)CC(OCC1CO1)C2. RXN SMILES: [Br:13][CH2:14][CH:15]1[CH2:16][O:17]1.[CH2:3]1[CH:4]([OH:12])[CH2:5][c:6]2[cH:7][cH:8][cH:9][cH:10][c:11]21.[H-:2].[Na+:1].[O:18]=[CH:19][N:20]([CH3:21])[CH3:22]>>[CH2:3]1[CH:4]([O:12][CH2:14][CH:15]2[CH2:16][O:17]2)[CH2:5][c:6]2[cH:7][cH:8][cH:9][cH:10][c:11]21. The reactants are 22.8, C(CC(=O)C)(=O)N[C@@H](CC(=O)O)C(=O)O (N-acetoacetyl-L-aspartic acid), C(C)(=O)OC(C)=O (acetic anhydride), [O-2].[Mg+2] (magnesium oxide), C(C)(=O)OC(C)C (isopropyl acetate). Run in C(C)(=O)O (acetic acid). Product: 19.5, C(CC(=O)C)(=O)N[C@H]1CC(=O)OC1=O (N-acetoacetyl-L-aspartic anhydride). As a reaction SMILES: [C:1]([NH:7][C@H:8]([C:13]([OH:15])=[O:14])[CH2:9][C:10]([OH:12])=O)(=[O:6])[CH2:2][C:3]([CH3:5])=[O:4].C(OC(=O)C)(=O)C.[O-2].[Mg+2].C(OC(C)C)(=O)C>C(O)(=O)C>[C:1]([NH:7][C@@H:8]1[C:13](=[O:14])[O:15][C:10](=[O:12])[CH2:9]1)(=[O:6])[CH2:2][C:3]([CH3:5])=[O:4] |f:2.3|. Procedure details: Reaction of 22.8 parts N-acetoacetyl-L-aspartic acid with 11.25 parts acetic anhydride, 0.059 parts magnesium oxide, and 2.1 parts by volume glacial acetic acid in 32 parts by volume isopropyl acetate at 45°-50° C. for 100 minutes as described above in Example 6-H above afforded 19.5 parts N-acetoacetyl-L-aspartic anhydride. Reactants: solution, C[O-].[Na+] (sodium methoxide), Cl.ClC1=C(C=CC=C1)C1CC(C=2C(=CC=NC2C1)C)=NNC(=N)N ((±)-7-(2-Chlorophenyl)-5-guanidinoimino-4-methyl-5,6,7,8-tetrahydroquinoline hydrochloride). The solvent is CO (methanol), CO (methanol). Conditions: temperature 50 celsius, time 30 minute. The product is ClC1=C(C=CC=C1)C1CC(C=2C(=CC=NC2C1)C)=NNC(=N)N ((±)-7-(2-chlorophenyl)-5-guanidinoimino-4-methyl-5,6,7,8-tetrahydroquinoline). Isolated yield 98.0%. As a reaction SMILES: Cl.[Cl:2][C:3]1[CH:8]=[CH:7][CH:6]=[CH:5][C:4]=1[CH:9]1[CH2:18][C:17]2[N:16]=[CH:15][CH:14]=[C:13]([CH3:19])[C:12]=2[C:11](=[N:20][NH:21][C:22]([NH2:24])=[NH:23])[CH2:10]1.C[O-].[Na+]>CO>[Cl:2][C:3]1[CH:8]=[CH:7][CH:6]=[CH:5][C:4]=1[CH:9]1[CH2:18][C:17]2[N:16]=[CH:15][CH:14]=[C:13]([CH3:19])[C:12]=2[C:11](=[N:20][NH:21][C:22]([NH2:24])=[NH:23])[CH2:10]1 |f:0.1,2.3|. Procedure: (±)-7-(2-Chlorophenyl)-5-guanidinoimino-4-methyl-5,6,7,8-tetrahydroquinoline hydrochloride (123.9 g) was suspended in methanol (1200 ml) and treated dropwise with a 28% solution of sodium methoxide in methanol (119.2 ml). The mixture was stirred at 50° C. for 30 minutes. The solvent was distilled off under reduced pressure, and the residue was combined with water and then the crystal was recovered by a filtration. The crystal was washed with water and dried to obtain (±)-7-(2-chlorophenyl)-5-gua... Reactants: BC1=C(C=CC(=C1)Cl)N (2-boranyl-4-chloro-phenylamine), C(C)(C)(C)C1=CC=C(C=C1)S(=O)(=O)Cl (4-tert-butyl benzenesulfonyl chloride). Solvent: C(=O)=O (dry ice). Conditions: time 4 hour. The product is BC1=C(C=CC(=C1)Cl)NS(=O)(=O)C1=CC=C(C=C1)C(C)(C)C (N-(2-Boranyl-4-chloro-phenyl)-4-tert-butyl-benzenesulfonamide). The yield is 49.0%. RXN SMILES: [BH2:1][C:2]1[CH:7]=[C:6]([Cl:8])[CH:5]=[CH:4][C:3]=1[NH2:9].[C:10]([C:14]1[CH:19]=[CH:18][C:17]([S:20](Cl)(=[O:22])=[O:21])=[CH:16][CH:15]=1)([CH3:13])([CH3:12])[CH3:11]>C(=O)=O>[BH2:1][C:2]1[CH:7]=[C:6]([Cl:8])[CH:5]=[CH:4][C:3]=1[NH:9][S:20]([C:17]1[CH:18]=[CH:19][C:14]([C:10]([CH3:13])([CH3:12])[CH3:11])=[CH:15][CH:16]=1)(=[O:22])=[O:21]. Reported procedure: A 100 mL round-bottom flask was charged with 2-boranyl-4-chloro-phenylamine (1.1 g, 7.9 mmol) and 4-tert-butyl benzenesulfonyl chloride (2.7 g, 11.6 mmol). The flask was evacuated and purged with nitrogen, followed by the addition of pyridine (20 mL). The homogeneous light purple solution was stirred 4 hours, and then poured onto a rapidly stirring cold slurry of 6 M HCl (66 mL) (formed by placing the acidic solution in acetonic dry ice). The resultant precipitated sulfonamide was filtered, wash... The reactants are resultant mixture, resultant mixture, ClP(C1CCCC1)C1CCCC1 (chlorodicyclopentylphosphine), resultant solution, C(CCC)[Li] (n-butyllithium), BrC1=C(C=CC=C1)OC (2-bromoanisole). Run in O1CCCC1 (tetrahydrofuran), O1CCCC1 (tetrahydrofuran). The product is C1(CCCC1)P(C1=C(C=CC=C1)OC)C1CCCC1 (dicyclopentyl(2-methoxyphenyl)phosphine). Yield: 88.5%. As a reaction SMILES: Br[C:2]1[CH:7]=[CH:6][CH:5]=[CH:4][C:3]=1[O:8][CH3:9].C([Li])CCC.Cl[P:16]([CH:22]1[CH2:26][CH2:25][CH2:24][CH2:23]1)[CH:17]1[CH2:21][CH2:20][CH2:19][CH2:18]1>O1CCCC1>[CH:22]1([P:16]([CH:17]2[CH2:18][CH2:19][CH2:20][CH2:21]2)[C:2]2[CH:7]=[CH:6][CH:5]=[CH:4][C:3]=2[O:8][CH3:9])[CH2:23][CH2:24][CH2:25][CH2:26]1. Procedure details: Under a nitrogen atmosphere, into a reaction vessel equipped with a dropping funnel were added 0.91 g of 2-bromoanisole and 20 mL of tetrahydrofuran. The resultant solution was cooled down to −78° C., then, 3.4 ml of n-butyllithium (1.62 M/hexane solution) was dropped. The resultant mixture was stirred at the same temperature for 2 hours, then, a solution obtained by dissolving 1.00 g of chlorodicyclopentylphosphine in 13 ml of tetrahydrofuran was dropped at −78° C. The resultant mixture was sti...